This data is from the Open Reaction Database (ORD), a public repository of structured organic reaction records. The task is: describe an organic reaction: reactants, conditions, products, and yield The reactants are C(=O)([O-])[O-].[K+].[K+] (K2CO3), FC(C=1C(=NC(=NC1)NC1=CC=C(C=C1)C1CCN(CC1)C(=O)OC(C)(C)C)C#C[Si](CC)(CC)CC)(F)F (tert-butyl 4-(4-((5-(trifluoromethyl)-4-((triethylsilyl)ethynyl)pyrimidin-2-yl)amino)phenyl)piperidine-1-carboxylate). Solvent: CO (MeOH), O (water). Run at time 15 minute. The product is C(#C)C1=NC(=NC=C1C(F)(F)F)NC1=CC=C(C=C1)C1CCN(CC1)C(=O)OC(C)(C)C (tert-Butyl 4-(4-((4-ethynyl-5-(trifluoromethyl)pyrimidin-2-yl)amino)phenyl)piperidine-1-carboxylate), solid. Isolated yield 59.0%. Reaction SMILES: C([O-])([O-])=O.[K+].[K+].[F:7][C:8]([F:45])([F:44])[C:9]1[C:10]([C:35]#[C:36][Si](CC)(CC)CC)=[N:11][C:12]([NH:15][C:16]2[CH:21]=[CH:20][C:19]([CH:22]3[CH2:27][CH2:26][N:25]([C:28]([O:30][C:31]([CH3:34])([CH3:33])[CH3:32])=[O:29])[CH2:24][CH2:23]3)=[CH:18][CH:17]=2)=[N:13][CH:14]=1>CO.O>[C:35]([C:10]1[C:9]([C:8]([F:44])([F:7])[F:45])=[CH:14][N:13]=[C:12]([NH:15][C:16]2[CH:17]=[CH:18][C:19]([CH:22]3[CH2:27][CH2:26][N:25]([C:28]([O:30][C:31]([CH3:34])([CH3:33])[CH3:32])=[O:29])[CH2:24][CH2:23]3)=[CH:20][CH:21]=2)[N:11]=1)#[CH:36] |f:0.1.2|. Procedure: A mixture of K2CO3 (1.72 g, 12.4 mmol) and tert-butyl 4-(4-((5-(trifluoromethyl)-4-((triethylsilyl)ethynyl)pyrimidin-2-yl)amino)phenyl)piperidine-1-carboxylate A50 (4.64 g, 8.28 mmol) in MeOH (250 mL) was stirred for 15 minutes at room temperature. The mixture was diluted with water (250 mL) and extracted with DCM (3×250 mL). The organics were combined and adsorbed onto silica gel. Purification by silica gel column chromatography (Biotage Isolera, 0-100% EtOAc in petroleum benzine 40-60° C.) gav... Reactants: BrC(C(=O)O)(C)C (2-bromo-2-methylpropanoic acid), FC(C(=O)O)(F)F (trifluoroacetic acid), C=C(C)C (Isobutene). The solvent is C(Cl)Cl (CH2Cl2). Product: BrC(C(=O)OC(C)(C)C)(C)C (tert-Butyl 2-bromo-2-methylpropanoate). RXN SMILES: [CH2:1]=[C:2]([CH3:4])[CH3:3].[Br:5][C:6]([CH3:11])([CH3:10])[C:7]([OH:9])=[O:8].FC(F)(F)C(O)=O>C(Cl)Cl>[Br:5][C:6]([CH3:11])([CH3:10])[C:7]([O:9][C:2]([CH3:4])([CH3:3])[CH3:1])=[O:8]. Procedure details: Isobutene is condensed into a solution of 2-bromo-2-methylpropanoic acid (10 mmol) and trifluoroacetic acid (1 mmol) in 100 mL of CH2Cl2 until the starting material is consumed, as observed by TLC. The volatile components are evaporated in vacuo, and the residue is filtered through a pad of neutral alumina using 50% ether/hexane. The filtrate is concentrated in vacuo and used without further purification. Reported procedure: To a solution of 4-(4-(aminosulfonyl)phenyl)-5-(4-fluorophenyl)thiophene-2-carboxylic acid methyl ester (Example 1, Step 5) (0.210 g) in THF (2.0 mL) were added MeOH (1.0 mL), NaOH 1N (1.0 mL) and a few drops of NaOH 10N. The resulting mixture was heated at 45° C. for 2 h and the reaction was then partitioned between EtOAc and HCl (3N) to provide the title product as a white solid (0.200 g). Reagents/catalysts: [OH-].[Na+] (NaOH). The reactants are COC(=O)C=1SC(=C(C1)C1=CC=C(C=C1)S(=O)(=O)N)C1=CC=C(C=C1)F (4-(4-(aminosulfonyl)phenyl)-5-(4-fluorophenyl)thiophene-2-carboxylic acid methyl ester), CO (MeOH), [OH-].[Na+] (NaOH). Run in C1CCOC1 (THF). Yields the product NS(=O)(=O)C1=CC=C(C=C1)C=1C=C(SC1C1=CC=C(C=C1)F)C(=O)O (4-(4-(Aminosulfonyl)phenyl)-5-(4-fluorophenyl)thiophene-2-carboxylic acid). RXN SMILES: C[O:2][C:3]([C:5]1[S:6][C:7]([C:20]2[CH:25]=[CH:24][C:23]([F:26])=[CH:22][CH:21]=2)=[C:8]([C:10]2[CH:15]=[CH:14][C:13]([S:16]([NH2:19])(=[O:18])=[O:17])=[CH:12][CH:11]=2)[CH:9]=1)=[O:4].CO.[OH-].[Na+]>C1COCC1.[OH-].[Na+]>[NH2:19][S:16]([C:13]1[CH:12]=[CH:11][C:10]([C:8]2[CH:9]=[C:5]([C:3]([OH:4])=[O:2])[S:6][C:7]=2[C:20]2[CH:25]=[CH:24][C:23]([F:26])=[CH:22][CH:21]=2)=[CH:15][CH:14]=1)(=[O:17])=[O:18] |f:2.3,5.6|. Isolated yield 98.8%. Reaction conditions: temperature 45 celsius. Reactants: CC1(OCC2=C(C(=NC=C2C=O)C)O1)C (2,2,8-trimethyl-4H-1,3-dioxino[4,5-c]pyridine-5-carboxaldehyde), C1(=CC=CC=C1)P(C1=CC=CC=C1)C1=CC=CC=C1 (triphenylphosphine), CC(C)([O-])C.[K+] (potassium t-butoxide), C(Cl)(Cl)Cl (chloroform). Run in CCCCCCC (heptane), CCCCCCC (heptane). The product is ClC(=CC1=C2C(=C(N=C1)C)OC(OC2)(C)C)Cl (5-(2,2-dichlorovinyl)-2,2,8-trimethyl-4H-1,3-dioxino-[4,5-c]pyridine). Reaction SMILES: C1(P(C2C=CC=CC=2)C2C=CC=CC=2)C=CC=CC=1.CC(C)([O-])C.[K+].[CH:26]([Cl:29])(Cl)[Cl:27].[CH3:30][C:31]1([CH3:44])[O:43][C:35]2[C:36]([CH3:42])=[N:37][CH:38]=[C:39]([CH:40]=O)[C:34]=2[CH2:33][O:32]1>CCCCCCC>[Cl:27][C:26]([Cl:29])=[CH:40][C:39]1[CH:38]=[N:37][C:36]([CH3:42])=[C:35]2[O:43][C:31]([CH3:44])([CH3:30])[O:32][CH2:33][C:34]=12 |f:1.2|. Reported procedure: To a well stirred ice-cooled mixture of 0.1 mole of triphenylphosphine and 0.1 mole of potassium t-butoxide in 250 ml. of heptane is added over thirty minutes a mixture of 0.1 mole of chloroform in 200 ml. of haptane. The resulting mixture is concentrated in vacuo at 15°-20° to a volume of about 100 ml. and a solution of 0.1 mole of 2,2,8-trimethyl-4H-1,3-dioxino[4,5-c]pyridine-5-carboxaldehyde in 250 ml. of heptane is added. The reaction mixture was heated at 40°-50° for 5 hours, then cooled, f... Starting materials: NC=1SC=C(N1)C=1C=C(C#N)C=CC1 (3-(2-amino-thiazol-4-yl)-benzonitrile), C1(=CC=C(C=C1)S(=O)(=O)Cl)C (p-toluenesulfonyl chloride), Cl (hydrochloric acid). Run in N1=CC=CC=C1 (pyridine). Conditions: time 30 minute. Product: C(#N)C=1C=C(C=CC1)C=1N=C(SC1)NS(=O)(=O)C1=CC=C(C=C1)C (N-[4-(3-cyano-phenyl)-thiazol-2-yl]-4-methyl-benzenesulfonamide). Isolated yield 39.6%. Reaction SMILES: [NH2:1][C:2]1[S:3][CH:4]=[C:5]([C:7]2[CH:8]=[C:9]([CH:12]=[CH:13][CH:14]=2)[C:10]#[N:11])[N:6]=1.[C:15]1([CH3:25])[CH:20]=[CH:19][C:18]([S:21](Cl)(=[O:23])=[O:22])=[CH:17][CH:16]=1.Cl>N1C=CC=CC=1>[C:10]([C:9]1[CH:8]=[C:7]([C:5]2[N:6]=[C:2]([NH:1][S:21]([C:18]3[CH:19]=[CH:20][C:15]([CH3:25])=[CH:16][CH:17]=3)(=[O:23])=[O:22])[S:3][CH:4]=2)[CH:14]=[CH:13][CH:12]=1)#[N:11]. Reported procedure: A mixture of 0.5 g of 3-(2-amino-thiazol-4-yl)-benzonitrile with 0.52 g of p-toluenesulfonyl chloride was stirred overnight with 2 ml of pyridine. The resulting, red colored suspension was poured into 50 ml of 1N hydrochloric acid and the solid which thereby separated was filtered off and dissolved in a mixture of 20 ml of ethanol and 20 ml of 2N sodium hydroxide solution. After the addition of 0.4 g of active charcoal the mixture was stirred at room temperature for 30 minutes and subsequently t... Starting materials: CCO, O=C(c1ccc(Cl)cc1)c1cc(CBr)ccc1Cl, [N-]=[N+]=[N-], [Na+]. Product: [N-]=[N+]=NCc1ccc(Cl)c(C(=O)c2ccc(Cl)cc2)c1. As a reaction SMILES: [CH3:23][CH2:24][OH:25].[Cl:1][c:2]1[cH:3][cH:4][c:5]([C:6](=[O:7])[c:8]2[cH:9][c:10]([CH2:11][Br:12])[cH:13][cH:14][c:15]2[Cl:16])[cH:17][cH:18]1.[N-:20]=[N+:21]=[N-:22].[Na+:19]>>[Cl:1][c:2]1[cH:3][cH:4][c:5]([C:6](=[O:7])[c:8]2[cH:9][c:10]([CH2:11][N:20]=[N+:21]=[N-:22])[cH:13][cH:14][c:15]2[Cl:16])[cH:17][cH:18]1. Starting materials: CSCc1cccc2c(C(CCOS(C)(=O)=O)c3ccc(Cl)cc3Cl)c[nH]c12, N#C[K], CN(C)C=O. The product is CSCc1cccc2c(C(CCC#N)c3ccc(Cl)cc3Cl)c[nH]c12. As a reaction SMILES: [CH3:4][S:5]([O:6][CH2:9][CH2:10][CH:11]([c:12]1[cH:13][nH:14][c:15]2[c:16]([CH2:21][S:22][CH3:23])[cH:17][cH:18][cH:19][c:20]12)[c:24]1[c:25]([Cl:31])[cH:26][c:27]([Cl:30])[cH:28][cH:29]1)(=[O:7])=[O:8].[K:1][C:2]#[N:3].[O:32]=[CH:33][N:34]([CH3:35])[CH3:36]>>[C:2](#[N:3])[CH2:9][CH2:10][CH:11]([c:12]1[cH:13][nH:14][c:15]2[c:16]([CH2:21][S:22][CH3:23])[cH:17][cH:18][cH:19][c:20]12)[c:24]1[c:25]([Cl:31])[cH:26][c:27]([Cl:30])[cH:28][cH:29]1.